From a dataset of the Open Reaction Database (ORD), a public repository of structured organic reaction records. describe an organic reaction: reactants, conditions, products, and yield Starting materials: ClC(=CCC(C(=O)OCC)C(C)C)Cl (ethyl 5,5-dichloro-2-isopropyl-4-pentenoate), C([O-])([O-])=O.[K+].[K+] (potassium carbonate), CO (methanol). Run in O (water). Product: ClC(=CCC(C(=O)O)C(C)C)Cl (5,5-dichloro-2-isopropyl-4-pentenoic acid). Isolated yield 88.8%. Reaction SMILES: [Cl:1][C:2]([Cl:14])=[CH:3][CH2:4][CH:5]([CH:11]([CH3:13])[CH3:12])[C:6]([O:8]CC)=[O:7].C(=O)([O-])[O-].[K+].[K+].CO>O>[Cl:1][C:2]([Cl:14])=[CH:3][CH2:4][CH:5]([CH:11]([CH3:12])[CH3:13])[C:6]([OH:8])=[O:7] |f:1.2.3|. Procedure: A mixture of 67.0 g (0.28 mol) of ethyl 5,5-dichloro-2-isopropyl-4-pentenoate, 77.35 g (0.56 mol) of anhydrous potassium carbonate, 2128 ml of methanol, and 708 ml of water was refluxed 4 days under nitrogen. The reaction mixture was then cooled to room temperature and about two-thirds of the solvent removed on the rotary evaporator. The residue was taken up in three times its volume of water, extracted twice with ether, and acidified with conc. HCl. The acidified reaction mixture was extracted ... Starting materials: COc1ccc2c(Cl)nc(Nc3cc(C)[nH]n3)cc2c1OC, Oc1ccccc1. Product: COc1ccc2c(Oc3ccccc3)nc(Nc3cc(C)[nH]n3)cc2c1OC. As a reaction SMILES: [Cl:8][c:9]1[n:10][c:11]([NH:23][c:24]2[n:25][nH:26][c:27]([CH3:29])[cH:28]2)[cH:12][c:13]2[c:14]([O:21][CH3:22])[c:15]([O:19][CH3:20])[cH:16][cH:17][c:18]12.[OH:1][c:2]1[cH:3][cH:4][cH:5][cH:6][cH:7]1>>[O:1]([c:2]1[cH:3][cH:4][cH:5][cH:6][cH:7]1)[c:9]1[n:10][c:11]([NH:23][c:24]2[n:25][nH:26][c:27]([CH3:29])[cH:28]2)[cH:12][c:13]2[c:14]([O:21][CH3:22])[c:15]([O:19][CH3:20])[cH:16][cH:17][c:18]12.